From a dataset of the Open Reaction Database (ORD), a public repository of structured organic reaction records. describe an organic reaction: reactants, conditions, products, and yield Starting materials: Cl, NC(=O)c1ccc(Oc2cccc(F)c2)c(C(=O)O)c1, COC(=O)c1ccc(C(C)N)cc1. Yields the product COC(=O)c1ccc(C(C)NC(=O)c2cc(C(N)=O)ccc2Oc2cccc(F)c2)cc1. RXN SMILES: [ClH:21].[NH2:1][C:2](=[O:3])[c:4]1[cH:5][cH:6][c:7]([O:13][c:14]2[cH:15][c:16]([F:20])[cH:17][cH:18][cH:19]2)[c:8]([C:9](=[O:10])[OH:11])[cH:12]1.[NH2:22][CH:23]([CH3:24])[c:25]1[cH:26][cH:27][c:28]([C:29](=[O:30])[O:31][CH3:32])[cH:33][cH:34]1>>[NH2:1][C:2](=[O:3])[c:4]1[cH:5][cH:6][c:7]([O:13][c:14]2[cH:15][c:16]([F:20])[cH:17][cH:18][cH:19]2)[c:8]([C:9](=[O:11])[NH:22][CH:23]([CH3:24])[c:25]2[cH:26][cH:27][c:28]([C:29](=[O:30])[O:31][CH3:32])[cH:33][cH:34]2)[cH:12]1. Reactants: ClC1=C2CCNC(C2=CC(=C1O)O)=O (5-chloro-6,7-dihydroxy-3,4-dihydroisoquinolin-1(2H)-one), C([O-])([O-])=O.[K+].[K+] (potassium carbonate), ClCC1=CC=C(C=C1)OC (1-(chloromethyl)-4-methoxybenzene). Solvent: CN(C=O)C (N,N-dimethylformamide). Run at time 4 hour. The product is ClC1=C2CCNC(C2=CC(=C1OCC1=CC=C(C=C1)OC)OCC1=CC=C(C=C1)OC)=O (5-chloro-6,7-bis((4-methoxybenzyl)oxy)-3,4-dihydroisoquinolin-1(2H)-one). Isolated yield 154.6%. Reaction SMILES: [Cl:1][C:2]1[C:11]([OH:12])=[C:10]([OH:13])[CH:9]=[C:8]2[C:3]=1[CH2:4][CH2:5][NH:6][C:7]2=[O:14].[C:15](=[O:18])([O-])[O-].[K+].[K+].Cl[CH2:22][C:23]1[CH:28]=[CH:27][C:26]([O:29][CH3:30])=[CH:25][CH:24]=1>CN(C)C=O>[Cl:1][C:2]1[C:11]([O:12][CH2:22][C:23]2[CH:28]=[CH:27][C:26]([O:29][CH3:30])=[CH:25][CH:24]=2)=[C:10]([O:13][CH2:4][C:3]2[CH:8]=[CH:9][C:10]([O:18][CH3:15])=[CH:11][CH:2]=2)[CH:9]=[C:8]2[C:3]=1[CH2:4][CH2:5][NH:6][C:7]2=[O:14] |f:1.2.3|. Procedure details: To the solution of 5-chloro-6,7-dihydroxy-3,4-dihydroisoquinolin-1(2H)-one (0.619 g, 2.9 mmol) in N,N-dimethylformamide (DMF) (10 mL) was added potassium carbonate (1.202 g, 8.70 mmol) followed by 1-(chloromethyl)-4-methoxybenzene (0.767 mL, 5.66 mmol). Stirred at room temperature for 4 hours. The mixture was extracted with ethyl acetate, washed with water, sodium chloride, and dried over magnesium sulfate. The crude mixture was chromotagraphed on silica ISCO column to give 5-chloro-6,7-bis((4-m... The product is COc1ccc2nccc(N3CCN(CCNC(=O)OC(C)(C)C)CC3=O)c2n1. Reaction SMILES: [C:38](=[O:39])([O-:40])[O-:41].[Cs+:42].[Cs+:43].[F:18][C:19]([F:20])([F:21])[S:22]([O:23][c:24]1[cH:25][cH:26][n:27][c:28]2[cH:29][cH:30][c:31]([O:34][CH3:35])[n:32][c:33]12)(=[O:36])=[O:37].[O:1]=[C:2]1[CH2:3][N:4]([CH2:8][CH2:9][NH:10][C:11]([O:12][C:13]([CH3:14])([CH3:15])[CH3:16])=[O:17])[CH2:5][CH2:6][NH:7]1.[O:44]1[CH2:45][CH2:46][O:47][CH2:48][CH2:49]1.[O:52]=[C:53]([CH:54]=[CH:55][c:56]1[cH:57][cH:58][cH:59][cH:60][cH:61]1)[CH:62]=[CH:63][c:64]1[cH:65][cH:66][cH:67][cH:68][cH:69]1.[O:70]=[C:71]([CH:72]=[CH:73][c:74]1[cH:75][cH:76][cH:77][cH:78][cH:79]1)[CH:80]=[CH:81][c:82]1[cH:83][cH:84][cH:85][cH:86][cH:87]1.[O:88]=[C:89]([CH:90]=[CH:91][c:92]1[cH:93][cH:94][cH:95][cH:96][cH:97]1)[CH:98]=[CH:99][c:100]1[cH:101][cH:102][cH:103][cH:104][cH:105]1.[Pd:50].[Pd:51]>>[O:1]=[C:2]1[CH2:3][N:4]([CH2:8][CH2:9][NH:10][C:11]([O:12][C:13]([CH3:14])([CH3:15])[CH3:16])=[O:17])[CH2:5][CH2:6][N:7]1[c:24]1[cH:25][cH:26][n:27][c:28]2[cH:29][cH:30][c:31]([O:34][CH3:35])[n:32][c:33]12. The reactants are O=C([O-])[O-], [Cs+], [Cs+], COc1ccc2nccc(OS(=O)(=O)C(F)(F)F)c2n1, CC(C)(C)OC(=O)NCCN1CCNC(=O)C1, C1COCCO1, O=C(C=Cc1ccccc1)C=Cc1ccccc1, O=C(C=Cc1ccccc1)C=Cc1ccccc1, O=C(C=Cc1ccccc1)C=Cc1ccccc1, [Pd], [Pd].